This data is from the Open Reaction Database (ORD), a public repository of structured organic reaction records. The task is: describe an organic reaction: reactants, conditions, products, and yield Reactants: Cl (HCl), FC=1C=CC=C2C(C(NC12)=O)=O (7-fluoroisatin), C1=2C(=O)OC(NC1=CC=CC2)=O (isatoic anhydride), CN(C)C1=NC=CC=C1 (dimethylaminopyridine). Solvent: C(Cl)(Cl)Cl (chloroform), N1=CC=CC=C1 (pyridine). The product is FC=1C=CC=C2C(C3=NC4=CC=CC=C4C(N3C12)=O)=O (10-Fluoroindolo[2,1-b]quinazoline-6,12-dione). Yield: 14.0%. Reaction SMILES: [F:1][C:2]1[CH:3]=[CH:4][CH:5]=[C:6]2[C:10]=1[NH:9][C:8](=O)[C:7]2=[O:12].[C:13]12[C:19](=[CH:20][CH:21]=[CH:22][CH:23]=1)[NH:18]C(=O)O[C:14]2=[O:15].CN(C1C=CC=CN=1)C.Cl>N1C=CC=CC=1.C(Cl)(Cl)Cl>[F:1][C:2]1[CH:3]=[CH:4][CH:5]=[C:6]2[C:10]=1[N:9]1[C:8](=[N:18][C:19]3[C:13]([C:14]1=[O:15])=[CH:23][CH:22]=[CH:21][CH:20]=3)[C:7]2=[O:12]. Procedure: A solution of 7-fluoroisatin (300 mg, 1.8 mmol), isatoic anhydride (1.2 g, 7.3 mmol), and dimethylaminopyridine (222 mg, 2 mmol) in 5 mL of pyridine were heated at reflux temperature for 64 h. 50 mL of 0.2N HCl and 100 mL of chloroform were added and the chloroform layer was separated. The water layer was extracted with chloroform and the combined organic extracts were concentrated. Chromatography on silica gel eluting with chloroform gave the title compound in 14% yield: mp 264-267° C.; 1H NMR ... The reactants are [N+](=O)([O-])C=1C=C(C=CC1N1CCCCC1)N1CCOCC1 (4-(3-nitro-4-piperidin-1-yl-phenyl)-morpholine), C(#N)C1=CC=C(O1)C(=O)O (5-Cyano-furan-2-carboxylic acid), C(C(=O)Cl)(=O)Cl (oxalyl chloride), CCN(C(C)C)C(C)C (DIEA). Reagents/catalysts: [Pd] (palladium on carbon). The product is N1(CCOCC1)C=1C=CC(=C(C1)NC(=O)C=1OC(=CC1)C#N)N1CCCCC1 (5-Cyano-furan-2-carboxylic acid (5-morpholin-4-yl-2-piperidin-1-yl-phenyl)-amide). Yield: 45.4%. As a reaction SMILES: [N+:1]([C:4]1[CH:5]=[C:6]([N:16]2[CH2:21][CH2:20][O:19][CH2:18][CH2:17]2)[CH:7]=[CH:8][C:9]=1[N:10]1[CH2:15][CH2:14][CH2:13][CH2:12][CH2:11]1)([O-])=O.[C:22]([C:24]1[O:28][C:27]([C:29](O)=[O:30])=[CH:26][CH:25]=1)#[N:23].C(Cl)(=O)C(Cl)=O.CCN(C(C)C)C(C)C>[Pd]>[N:16]1([C:6]2[CH:7]=[CH:8][C:9]([N:10]3[CH2:15][CH2:14][CH2:13][CH2:12][CH2:11]3)=[C:4]([NH:1][C:29]([C:27]3[O:28][C:24]([C:22]#[N:23])=[CH:25][CH:26]=3)=[O:30])[CH:5]=2)[CH2:21][CH2:20][O:19][CH2:18][CH2:17]1. Procedure details: The title compound was prepared following the procedure of Example 5, step (b) using 76.7 mg (0.318 mmol) of 4-(3-nitro-4-piperidin-1-yl-phenyl)-morpholine (as prepared in the previous step), 50 mg of 10% palladium on carbon (50% by weight water), 43.6 mg (0.318 mmol) of 5-cyanofuran-2-carboxylic acid (as prepared in Example 1), 55.5 μL (0.636 mmol) of oxalyl chloride, and 83.1 μL (0.477 mmol) of DIEA. The resulting residue was chromatographed on a 10-g silica SPE column with 15-25% EtOAc-hexane... Product: C1(=CC=CC=C1)C(CCO)CCO (3-Phenylpentane-1,5-diol). Reaction SMILES: [C:1]1([CH:7]([CH2:12][C:13](O)=[O:14])[CH2:8][C:9](O)=[O:10])[CH:6]=[CH:5][CH:4]=[CH:3][CH:2]=1.[H-].[Al+3].[Li+].[H-].[H-].[H-].C(O)(C)C.Cl>C1COCC1.O>[C:1]1([CH:7]([CH2:8][CH2:9][OH:10])[CH2:12][CH2:13][OH:14])[CH:6]=[CH:5][CH:4]=[CH:3][CH:2]=1 |f:1.2.3.4.5.6|. Starting materials: solution, [H-].[Al+3].[Li+].[H-].[H-].[H-] (lithium aluminium hydride), C1(=CC=CC=C1)C(CC(=O)O)CC(=O)O (3-phenylglutaric acid), C(C)(C)O (isopropanol), C(C)(C)O (isopropanol), Cl (hydrochloric acid). Run at time 8 hour. Reported procedure: 3.0 g (14.4 mmol) of 3-phenylglutaric acid were dissolved in 20 ml of abs. THF, the mixture was cooled to −10° C. and 31.7 ml (31.7 mmol) of a 1 M solution of lithium aluminium hydride in THF were added dropwise. During the addition, a further 50 ml of abs. THF were added. The resulting suspension was slowly warmed to RT and stirred at RT overnight. After cooling to 0° C., initially isopropanol and then a mixture of isopropanol and water (3:1) were carefully added dropwise. The resulting suspens... Solvent: C1CCOC1 (THF), C1CCOC1 (THF), C1CCOC1 (THF), O (water). Starting materials: FC=1C=C(C(=O)O)C=CC1 (3-fluorobenzoic acid), Cl.CNOC (N,O-dimethylhydroxylamine hydrochloride), Cl.CN(CCCN=C=NCC)C (1-[3-(dimethylamino)propyl]-3-ethylcarbodiimide hydrochloride). Run in ClCCl (dichloromethane). Conditions: time 75 hour. Yields the product FC=1C=C(C(=O)N(C)OC)C=CC1 (3-Fluoro-N-methoxy-N-methylbenzamide). RXN SMILES: [F:1][C:2]1[CH:3]=[C:4]([CH:8]=[CH:9][CH:10]=1)[C:5](O)=[O:6].Cl.[CH3:12][NH:13][O:14][CH3:15].Cl.CN(C)CCCN=C=NCC>ClCCl>[F:1][C:2]1[CH:3]=[C:4]([CH:8]=[CH:9][CH:10]=1)[C:5]([N:13]([O:14][CH3:15])[CH3:12])=[O:6] |f:1.2,3.4|. Reported procedure: To a suspension of 3-fluorobenzoic acid (140 mg, 1 mmol) and N,O-dimethylhydroxylamine hydrochloride (107 mg, 1.1 mmol) in dichloromethane (2.5 mL) was added 1-[3-(dimethylamino)propyl]-3-ethylcarbodiimide hydrochloride (EDC) (211 mg, 1.1 mmol) and the mixture stirred at room temperature for 75 h. The solvents were removed under reduced pressure and the residue chromatographed using ethyl acetate-hexane (4:6) to separate the pure product (130 mg, 71%). Starting materials: C(C)(=O)N[C@H]1CCC2(CCN(CC2)C(=O)OC(C)(C)C)C2=CC=CC=C12 ((S)-tert-butyl 4-acetamido -3, 4-dihydro-2H-spiro[naphthalene-1,4′-piperidine]-1′-carboxylate), C(=O)(C(F)(F)F)O (TFA). The solvent is ClCCl (dichloromethane). Product: N1CCC2(CC1)CC[C@@H](C1=CC=CC=C12)NC(C)=O ((S)-N-(3,4-dihydro-2H -spiro[naphthalene-1,4′-piperidine]-4-yl)acetamide). As a reaction SMILES: [C:1]([NH:4][C@@H:5]1[C:26]2[C:21](=[CH:22][CH:23]=[CH:24][CH:25]=2)[C:8]2([CH2:13][CH2:12][N:11](C(OC(C)(C)C)=O)[CH2:10][CH2:9]2)[CH2:7][CH2:6]1)(=[O:3])[CH3:2].C(O)(C(F)(F)F)=O>ClCCl>[NH:11]1[CH2:12][CH2:13][C:8]2([C:21]3[C:26](=[CH:25][CH:24]=[CH:23][CH:22]=3)[C@@H:5]([NH:4][C:1](=[O:3])[CH3:2])[CH2:6][CH2:7]2)[CH2:9][CH2:10]1. Reported procedure: At 0° C., a solution of (B4) (2.2 g, 6.1 mmol) in dichloromethane (20 ml) was treated with TFA (10 ml) for 1 hour, concentrated, co-evaporated with acetonitrile and dissolved in dichloromethane. The resulting solution washed with a mixture of brine (ca. 100 ml) and 6N NaOH (3 ml), dried over Na2SO4 and concentrated to give (S)-N-(3,4-dihydro-2H -spiro[naphthalene-1,4′-piperidine]-4-yl)acetamide (B5) as a white solid. LC-MS: m/e=258.9 (M+H). Rt=0.96 min. The crude was used directly for further re... RXN SMILES: [CH2:1]([O:3][C:4]1[CH:14]=[CH:13][C:7]([C:8]([O:10]CC)=O)=[CH:6][CH:5]=1)[CH3:2].[O-]CC.[Na+].[C:19](#[N:21])[CH3:20]>C1(C)C=CC=CC=1.O>[CH2:1]([O:3][C:4]1[CH:5]=[CH:6][C:7]([C:8]([CH2:20][C:19]#[N:21])=[O:10])=[CH:13][CH:14]=1)[CH3:2] |f:1.2|. Procedure details: Ethyl 4-ethoxybenzoate (45.3 mL, 250 mmole) was added to a suspension of sodium ethoxide (17.0 g, 250 mmole) and acetonitrile (16 mL, 300 mmole) in dry toluene (100 mL) and the mixture was mechanically stirred at 106°-110° for 26 hours. The reaction was then cooled and diluted with water (400 mL). After most of the solid had dissolved, the solution was washed with ethyl ether (2×200 mL) and then acidified with concentrated HCl (approximately 20 mL) to pH of about 5. The copious off-white precipi... Reactants: C(C)OC1=CC=C(C(=O)OCC)C=C1 (Ethyl 4-ethoxybenzoate), [O-]CC.[Na+] (sodium ethoxide), C(C)#N (acetonitrile). Yield: 45.0%. Product: C(C)OC1=CC=C(C(=O)CC#N)C=C1 (p-Ethoxybenzoyl acetonitrile). Reaction conditions: time 26 hour. The solvent is C1(=CC=CC=C1)C (toluene), O (water). Reactants: C(C)(C)(C)OC(N[C@@H](C)C1=NC2=C(N1C1=NC=C(C=C1)F)C=C(C=C2)F)=O ({(S)-1-[6-fluoro-1-(5-fluoropyridin-2-yl)-1H-benzoimidazol-2-yl]ethyl}carbamic acid tert-butyl ester). Solvent: C(Cl)Cl (DCM), C(=O)(C(F)(F)F)O (TFA). Run at time 2 hour. Yields the product FC=1C=CC2=C(N(C(=N2)[C@H](C)N)C2=NC=C(C=C2)F)C1 ((S)-1-[6-fluoro-1-(5-fluoropyridin-2-yl)-1H-benzoimidazol-2-yl]ethylamine). The yield is 77.0%. As a reaction SMILES: C(OC(=O)[NH:7][C@H:8]([C:10]1[N:14]([C:15]2[CH:20]=[CH:19][C:18]([F:21])=[CH:17][N:16]=2)[C:13]2[CH:22]=[C:23]([F:26])[CH:24]=[CH:25][C:12]=2[N:11]=1)[CH3:9])(C)(C)C>C(Cl)Cl.C(O)(C(F)(F)F)=O>[F:26][C:23]1[CH:24]=[CH:25][C:12]2[N:11]=[C:10]([C@@H:8]([NH2:7])[CH3:9])[N:14]([C:15]3[CH:20]=[CH:19][C:18]([F:21])=[CH:17][N:16]=3)[C:13]=2[CH:22]=1. Procedure: A mixture of {(S)-1-[6-fluoro-1-(5-fluoropyridin-2-yl)-1H-benzoimidazol-2-yl]ethyl}carbamic acid tert-butyl ester (33 mg, 0.09 mmol) in DCM (1 mL) and TFA (0.5 mL) was stirred at RT for 2 h. The crude reaction mixture was loaded onto an Isolute® SCX-2 cartridge and washed with MeOH followed by 2M NH3/MeOH. The basic fractions were combined and concentrated in vacuo to afford (S)-1-[6-fluoro-1-(5-fluoropyridin-2-yl)-1H-benzoimidazol-2-yl]ethylamine as a yellow oil (19 mg, 79%). LCMS (Method C): R...